Dataset: the Open Reaction Database (ORD), a public repository of structured organic reaction records. Task: describe an organic reaction: reactants, conditions, products, and yield Product: CC(C)(C)OC(=O)NCC(=O)NCc1nccs1. The reactants are CC(C)(C)OC(=O)NCC(=O)O, ClCCl, C(=NC1CCCCC1)=NC1CCCCC1, NCc1nccs1, On1nnc2ccccc21. RXN SMILES: [C:1]([CH3:2])([CH3:3])([CH3:4])[O:5][C:6](=[O:7])[NH:8][CH2:9][C:10](=[O:11])[OH:12].[CH2:45]([Cl:46])[Cl:47].[CH:23]1([N:24]=[C:25]=[N:26][CH:27]2[CH2:28][CH2:29][CH2:30][CH2:31][CH2:32]2)[CH2:33][CH2:34][CH2:35][CH2:36][CH2:37]1.[NH2:38][CH2:39][c:40]1[s:41][cH:42][cH:43][n:44]1.[OH:13][n:14]1[c:15]2[cH:16][cH:17][cH:18][cH:19][c:20]2[n:21][n:22]1>>[C:1]([CH3:2])([CH3:3])([CH3:4])[O:5][C:6](=[O:7])[NH:8][CH2:9][C:10](=[O:12])[NH:38][CH2:39][c:40]1[s:41][cH:42][cH:43][n:44]1. The reactants are C1CCOC1, Cc1ccc(S(=O)(=O)OCCN(CC(C)O)S(=O)(=O)c2ccc(C)cc2)cc1, [H-], [Na+], O. Yields the product Cc1ccc(S(=O)(=O)N2CCOC(C)C2)cc1. As a reaction SMILES: [CH2:32]1[O:33][CH2:34][CH2:35][CH2:36]1.[CH3:1][c:2]1[cH:3][cH:4][c:5]([S:6]([O:7][CH2:12][CH2:13][N:14]([S:15](=[O:16])(=[O:17])[c:18]2[cH:19][cH:20][c:21]([CH3:24])[cH:22][cH:23]2)[CH2:25][CH:26]([CH3:27])[OH:28])(=[O:8])=[O:9])[cH:10][cH:11]1.[H-:30].[Na+:29].[OH2:31]>>[CH2:12]1[CH2:13][N:14]([S:15](=[O:16])(=[O:17])[c:18]2[cH:19][cH:20][c:21]([CH3:24])[cH:22][cH:23]2)[CH2:25][CH:26]([CH3:27])[O:28]1. The reactants are CC(=O)Cl, CC#N, Clc1cc(C2=CCCC2)ccn1, [I-], [Na+]. The product is Ic1cc(C2=CCCC2)ccn1. As a reaction SMILES: [CH3:15][C:16](=[O:17])[Cl:18].[CH3:19][C:20]#[N:21].[Cl:3][c:4]1[n:5][cH:6][cH:7][c:8]([C:10]2=[CH:11][CH2:12][CH2:13][CH2:14]2)[cH:9]1.[I-:2].[Na+:1]>>[I:2][c:4]1[n:5][cH:6][cH:7][c:8]([C:10]2=[CH:11][CH2:12][CH2:13][CH2:14]2)[cH:9]1. Starting materials: BrC1=NC=CC(=C1)C1=NNC(C2=CC(=C(C=C12)OC)OC)=O (2-Bromo-4-(6,7-dimethoxyphthalazin-1(2H)-on-4-yl)pyridine), Cl.N1=CC=C(C=C1)CCl (4-picolyl chloride hydrochloride), C([O-])([O-])=O.[K+].[K+] (potassium carbonate), CN(C=O)C (dimethylformamide). Run in O (Water). Run at temperature 80 celsius, time 3 hour. Product: BrC1=NC=CC(=C1)C1=NN(C(C2=CC(=C(C=C12)OC)OC)=O)CC1=CC=NC=C1 (2-bromo-4-[6,7-dimethoxy-2-(4-pyridyl)methylphthalazin-1(2H)-on-4-yl]pyridine). Isolated yield 78.4%. As a reaction SMILES: [Br:1][C:2]1[CH:7]=[C:6]([C:8]2[C:17]3[C:12](=[CH:13][C:14]([O:20][CH3:21])=[C:15]([O:18][CH3:19])[CH:16]=3)[C:11](=[O:22])[NH:10][N:9]=2)[CH:5]=[CH:4][N:3]=1.Cl.[N:24]1[CH:29]=[CH:28][C:27]([CH2:30]Cl)=[CH:26][CH:25]=1.C(=O)([O-])[O-].[K+].[K+].CN(C)C=O>O>[Br:1][C:2]1[CH:7]=[C:6]([C:8]2[C:17]3[C:12](=[CH:13][C:14]([O:20][CH3:21])=[C:15]([O:18][CH3:19])[CH:16]=3)[C:11](=[O:22])[N:10]([CH2:30][C:27]3[CH:28]=[CH:29][N:24]=[CH:25][CH:26]=3)[N:9]=2)[CH:5]=[CH:4][N:3]=1 |f:1.2,3.4.5|. Procedure details: 2-Bromo-4-(6,7-dimethoxyphthalazin-1(2H)-on-4-yl)pyridine (362 mg), 4-picolyl chloride hydrochloride (180 mg), and potassium carbonate (359 mg) are added to dimethylformamide (10 ml), and the mixture is heated with stirring at 80° C. for three hours under nitrogen atmosphere. Water is added to the reaction mixture, and the mixture is extracted with methylene chloride. The extract is washed, dried, and concentrated to give 2-bromo-4-[6,7-dimethoxy-2-(4-pyridyl)methylphthalazin-1(2H)-on-4-yl]pyrid... Reported procedure: 2-[2-Ethyl-1-(1-propyl-cyclopropoxysulfonylaminocarbonyl)-cyclopropylcarbamoyl]-4-(6-methoxy-isoquinolin-1-yloxy)-pyrrolidine-1-carboxylic acid tert-butyl ester was prepared according to the method presented in Example 27. Treatment of 2-(1-carboxy-2-ethyl-cyclopropylcarbamoyl)-4-(6-methoxy-isoquinolin-1-yloxy)-pyrrolidine-1-carboxylic acid tert-butyl ester (0.50 mmol) occurred under the same conditions, adjusted for scale with the exception of utilizing sulfamic acid 1-propyl-cyclopropyl ester ... The yield is 61.0%. RXN SMILES: [C:1]([O:5][C:6]([N:8]1[CH2:12][CH:11]([O:13][C:14]2[C:23]3[C:18](=[CH:19][C:20]([O:24][CH3:25])=[CH:21][CH:22]=3)[CH:17]=[CH:16][N:15]=2)[CH2:10][CH:9]1[C:26](=[O:36])[NH:27][C:28]1([C:33]([OH:35])=O)[CH2:30][CH:29]1[CH2:31][CH3:32])=[O:7])([CH3:4])([CH3:3])[CH3:2].[CH2:37]([C:40]1([O:43][S:44](=[O:47])(=[O:46])[NH2:45])[CH2:42][CH2:41]1)[CH2:38][CH3:39]>>[C:1]([O:5][C:6]([N:8]1[CH2:12][CH:11]([O:13][C:14]2[C:23]3[C:18](=[CH:19][C:20]([O:24][CH3:25])=[CH:21][CH:22]=3)[CH:17]=[CH:16][N:15]=2)[CH2:10][CH:9]1[C:26](=[O:36])[NH:27][C:28]1([C:33]([NH:45][S:44]([O:43][C:40]2([CH2:37][CH2:38][CH3:39])[CH2:42][CH2:41]2)(=[O:47])=[O:46])=[O:35])[CH2:30][CH:29]1[CH2:31][CH3:32])=[O:7])([CH3:3])([CH3:4])[CH3:2]. Starting materials: C(C)(C)(C)OC(=O)N1C(CC(C1)OC1=NC=CC2=CC(=CC=C12)OC)C(NC1(C(C1)CC)C(=O)O)=O (2-(1-carboxy-2-ethyl-cyclopropylcarbamoyl)-4-(6-methoxy-isoquinolin-1-yloxy)-pyrrolidine-1-carboxylic acid tert-butyl ester), C(CC)C1(CC1)OS(N)(=O)=O (sulfamic acid 1-propyl-cyclopropyl ester). Yields the product C(C)(C)(C)OC(=O)N1C(CC(C1)OC1=NC=CC2=CC(=CC=C12)OC)C(NC1(C(C1)CC)C(=O)NS(=O)(=O)OC1(CC1)CCC)=O (2-[2-Ethyl-1-(1-propyl-cyclopropoxysulfonylaminocarbonyl)-cyclopropylcarbamoyl]-4-(6-methoxy-isoquinolin-1-yloxy)-pyrrolidine-1-carboxylic acid tert-butyl ester), acylsulfamate. Starting materials: CC1(OCCO1)C1=CC=C(O1)CN1N=CC(=N1)N (2-[5-(2-methyl-[1,3]dioxolan-2-yl)-furan-2-ylmethyl]-2H-[1,2,3]triazol-4-ylamine), ClC=1C=C(C=CC1)C1=C(N=CO1)C(=O)O (5-(3-chloro-phenyl)-oxazole-4-carboxylic acid). Product: C(C)(=O)C1=CC=C(O1)CN1N=CC(=N1)NC(=O)C=1N=COC1C1=CC(=CC=C1)Cl (5-(3-Chloro-phenyl)-oxazole-4-carboxylic acid [2-(5-acetyl-furan-2-ylmethyl)-2H-[1,2,3]triazol-4-yl]-amide). RXN SMILES: [CH3:1][C:2]1([C:7]2[O:11][C:10]([CH2:12][N:13]3[N:17]=[C:16]([NH2:18])[CH:15]=[N:14]3)=[CH:9][CH:8]=2)[O:6]CCO1.[Cl:19][C:20]1[CH:21]=[C:22]([C:26]2[O:30][CH:29]=[N:28][C:27]=2[C:31](O)=[O:32])[CH:23]=[CH:24][CH:25]=1>>[C:2]([C:7]1[O:11][C:10]([CH2:12][N:13]2[N:17]=[C:16]([NH:18][C:31]([C:27]3[N:28]=[CH:29][O:30][C:26]=3[C:22]3[CH:23]=[CH:24][CH:25]=[C:20]([Cl:19])[CH:21]=3)=[O:32])[CH:15]=[N:14]2)=[CH:9][CH:8]=1)(=[O:6])[CH3:1]. Procedure: Following general procedure A followed by L, starting from 2-[5-(2-methyl-[1,3]dioxolan-2-yl)-furan-2-ylmethyl]-2H-[1,2,3]triazol-4-ylamine and 5-(3-chloro-phenyl)-oxazole-4-carboxylic acid.